Dataset: the Open Reaction Database (ORD), a public repository of structured organic reaction records. Task: describe an organic reaction: reactants, conditions, products, and yield Starting materials: II (I2), C(CCCCCCC)P(CCCCCCCC)CCCCCCCC (tri-octylphosphine). Yields the product II.C(CCCCCCC)P(CCCCCCCC)CCCCCCCC (I2 TOP). As a reaction SMILES: [I:1][I:2].[CH2:3]([P:11]([CH2:20][CH2:21][CH2:22][CH2:23][CH2:24][CH2:25][CH2:26][CH3:27])[CH2:12][CH2:13][CH2:14][CH2:15][CH2:16][CH2:17][CH2:18][CH3:19])[CH2:4][CH2:5][CH2:6][CH2:7][CH2:8][CH2:9][CH3:10]>>[I:1][I:2].[CH2:20]([P:11]([CH2:3][CH2:4][CH2:5][CH2:6][CH2:7][CH2:8][CH2:9][CH3:10])[CH2:12][CH2:13][CH2:14][CH2:15][CH2:16][CH2:17][CH2:18][CH3:19])[CH2:21][CH2:22][CH2:23][CH2:24][CH2:25][CH2:26][CH3:27] |f:2.3|. Reported procedure: I2 was added tri-octylphosphine (TOP) to obtain a I2/TOP solution. The reactants are [I-].[Na+] (sodium iodide), Br (hydrobromic acid), C(C1=CC=CC=C1)N1[C@@H](C2=C(C=C(C=C2C[C@H]1C)OC)OC)C (N-benzyl-(1R, 3R)-1,2,3,4-tetrahydro-6,8-dimethoxy-1,3-dimethylisoquinoline). Run in C(C)(=O)O (acetic acid). Run at temperature 100 celsius. Yields the product Br.C(C1=CC=CC=C1)N1[C@@H](C2=C(C=C(C=C2C[C@H]1C)O)O)C (N-benzyl-(1R, 3R)-1,2,3,4-tetrahydro-6,8-dihydroxy-1,3-dimethylisoquinoline hydrobromide salt). Yield: 66.0%. Reaction SMILES: [CH2:1]([N:8]1[C@H:17]([CH3:18])[CH2:16][C:15]2[C:10](=[C:11]([O:21]C)[CH:12]=[C:13]([O:19]C)[CH:14]=2)[C@H:9]1[CH3:23])[C:2]1[CH:7]=[CH:6][CH:5]=[CH:4][CH:3]=1.[I-].[Na+].[BrH:26]>C(O)(=O)C>[BrH:26].[CH2:1]([N:8]1[C@H:17]([CH3:18])[CH2:16][C:15]2[C:10](=[C:11]([OH:21])[CH:12]=[C:13]([OH:19])[CH:14]=2)[C@H:9]1[CH3:23])[C:2]1[CH:3]=[CH:4][CH:5]=[CH:6][CH:7]=1 |f:1.2,5.6|. Procedure details: Into a 15 mL culture tube was placed N-benzyl-(1R, 3R)-1,2,3,4-tetrahydro-6,8-dimethoxy-1,3-dimethylisoquinoline (62 mg, 0.2 mmol) dissolved in acetic acid (1 mL). To this solution were added sodium iodide (120 mg, 0.8 mmol) and concentrated aqueous hydrobromic acid (49%, 2 mL). The mixture was heated at 100° C. for 3 hours and then cooled to 0° C., at which time light yellow crystals precipitated out of solution. Vacuum filtration with a glass fritted Buchner funnel gave the N-benzyl-(1R, 3R)-1... Starting materials: BrB(Br)Br, COc1ccc(Cc2nnc3ccc(-c4ccccc4)cn23)cc1, ClCCl. Product: Oc1ccc(Cc2nnc3ccc(-c4ccccc4)cn23)cc1. As a reaction SMILES: [B:25]([Br:26])([Br:27])[Br:28].[CH3:1][O:2][c:3]1[cH:4][cH:5][c:6]([CH2:7][c:8]2[n:9][n:10][c:11]3[n:12]2[cH:13][c:14](-[c:17]2[cH:18][cH:19][cH:20][cH:21][cH:22]2)[cH:15][cH:16]3)[cH:23][cH:24]1.[Cl:29][CH2:30][Cl:31]>>[OH:2][c:3]1[cH:4][cH:5][c:6]([CH2:7][c:8]2[n:9][n:10][c:11]3[n:12]2[cH:13][c:14](-[c:17]2[cH:18][cH:19][cH:20][cH:21][cH:22]2)[cH:15][cH:16]3)[cH:23][cH:24]1. Starting materials: FC(C(=O)O)(F)F (Trifluoroacetic acid), C(C)(C)(C)OC(=O)N1[C@@H](CCC1)C(=O)N1C[C@@H](CC1)F ((S)-2-((R)-3-fluoro-pyrrolidin-1-ylcarbonyl)-pyrrolidine-1-carboxylic acid tert-butyl ester). Solvent: ClCCl (dichloromethane). Reaction conditions: time 2 hour. The product is F[C@H]1CN(CC1)C(=O)[C@H]1NCCC1 (((R)-3-fluoro-pyrrolidin-1-yl)-(S)-pyrrolidin-2-yl-methanone). The yield is 89.5%. RXN SMILES: FC(F)(F)C(O)=O.C(OC([N:15]1[CH2:19][CH2:18][CH2:17][C@H:16]1[C:20]([N:22]1[CH2:26][CH2:25][C@@H:24]([F:27])[CH2:23]1)=[O:21])=O)(C)(C)C>ClCCl>[F:27][C@@H:24]1[CH2:25][CH2:26][N:22]([C:20]([C@@H:16]2[CH2:17][CH2:18][CH2:19][NH:15]2)=[O:21])[CH2:23]1. Reported procedure: Trifluoroacetic acid (5 mL) was added to a solution of (S)-2-((R)-3-fluoro-pyrrolidin-1-ylcarbonyl)-pyrrolidine-1-carboxylic acid tert-butyl ester (700 mg, 2.4 mmol) in dichloromethane (5 mL). After stirring at room temperature for 2 h, the reaction mixture was concentrated. The residue was dissolved in methanol-water (1:1), neutralized to pH>10 with OH− formed resin. After concentration, 400 mg (89%) of ((R)-3-fluoro-pyrrolidin-1-yl)-(S)-pyrrolidin-2-yl-methanone was obtained. The reactants are BrC=1C=CC=2C3=C(N(C2C1)C)CCN(C3)C(=O)OC(C)(C)C (tert-Butyl 7-bromo-5-methyl-3,4-dihydro-1H-pyrido[4,3-b]indole-2(5H)-carboxylate), FC(C=1C=CC(=NC1)N1CC(NCC1)=O)(F)F (4-(5-(trifluoromethyl)pyridin-2-yl)piperazin-2-one). Product: CN1C2=C(C=3C=CC(=CC13)N1C(CN(CC1)C1=NC=C(C=C1)C(F)(F)F)=O)CN(CC2)C(=O)OC(C)(C)C (tert-Butyl 5-methyl-7-(2-oxo-4-(5-(trifluoromethyl)pyridin-2-yl)piperazin-1-yl)-3,4-dihydro-1H-pyrido[4,3-b]indole-2(5H)-carboxylate). Yield: 18.1%. Reaction SMILES: Br[C:2]1[CH:3]=[CH:4][C:5]2[C:6]3[CH2:15][N:14]([C:16]([O:18][C:19]([CH3:22])([CH3:21])[CH3:20])=[O:17])[CH2:13][CH2:12][C:7]=3[N:8]([CH3:11])[C:9]=2[CH:10]=1.[F:23][C:24]([F:39])([F:38])[C:25]1[CH:26]=[CH:27][C:28]([N:31]2[CH2:36][CH2:35][NH:34][C:33](=[O:37])[CH2:32]2)=[N:29][CH:30]=1>>[CH3:11][N:8]1[C:9]2[CH:10]=[C:2]([N:34]3[CH2:35][CH2:36][N:31]([C:28]4[CH:27]=[CH:26][C:25]([C:24]([F:38])([F:39])[F:23])=[CH:30][N:29]=4)[CH2:32][C:33]3=[O:37])[CH:3]=[CH:4][C:5]=2[C:6]2[CH2:15][N:14]([C:16]([O:18][C:19]([CH3:22])([CH3:21])[CH3:20])=[O:17])[CH2:13][CH2:12][C:7]1=2. Procedure details: tert-Butyl 7-bromo-5-methyl-3,4-dihydro-1H-pyrido[4,3-b]indole-2(5H)-carboxylate (300 mg, 0.821 mmol) and 4-(5-(trifluoromethyl)pyridin-2-yl)piperazin-2-one (184 mg, 0.751 mmol) were reacted according to Example 2 (step f) to provide the title compound (72 mg, 18%): ESI MS m/z 530 [M+H]+.